The task is: describe an organic reaction: reactants, conditions, products, and yield. This data is from the Open Reaction Database (ORD), a public repository of structured organic reaction records. Starting materials: CO[C@H]1[C@@H](C[C@@H]2CN3CCC4=C([C@H]3C[C@@H]2[C@@H]1C(=O)OC)NC5=C4C=CC(=C5)OC)OC(=O)C6=CC(=C(C(=C6)OC)OC)OC (Hypersil), M−H+, NC=1C2=C(N=CN1)C(=NN2C2=CC=C(C=C2)N)C2CCN(CC2)C(=O)OC(C)(C)C (tert-butyl 4-[7-amino-1-(4-aminophenyl)-1H-pyrazolo[4,3-d]pyrimidine-3-yl]-1-piperidinecarboxylate), CN1C(=CC2=CC=CC=C12)C(=O)Cl (1-methylindole carbonyl chloride), NC=1C2=C(N=CN1)C(=NN2C2=CC(=C(C=C2)NC(=O)C=2N(C1=CC=CC=C1C2)C)OC)C2CCNCC2 (N2-{4-[7-amino-3-(4-piperidyl)-1H-pyrazolo[4,3-d]pyrimidin-1-yl]-2-methoxyphenyl}-1-methyl-1H-2-indolecarboxamide). Solvent: C(C)#N (acetonitrile). The product is NC=1C2=C(N=CN1)C(=NN2C2=CC=C(C=C2)NC(=O)C=2N(C1=CC=CC=C1C2)C)C2CCNCC2 (N2-{4-[7-Amino-3-(4-piperidyl)-1H-pyrazolo[4,3-d]pyrimidin-1-yl]phenyl}-1-methyl-1H-2-indolecarboxamide). RXN SMILES: NC1C2N(C3C=CC(N)=CC=3)N=C(C3CCN(C(OC(C)(C)C)=O)CC3)C=2N=CN=1.CN1C2C(=CC=CC=2)C=C1C(Cl)=O.[NH2:44][C:45]1[C:46]2[N:53]([C:54]3[CH:59]=[CH:58][C:57]([NH:60][C:61]([C:63]4[N:64]([CH3:72])[C:65]5[C:70]([CH:71]=4)=[CH:69][CH:68]=[CH:67][CH:66]=5)=[O:62])=[C:56](OC)[CH:55]=3)[N:52]=[C:51]([CH:75]3[CH2:80][CH2:79][NH:78][CH2:77][CH2:76]3)[C:47]=2[N:48]=[CH:49][N:50]=1.CO[C@@H]1[C@@H](C(OC)=O)[C@@H]2[C@@H](CN3[C@H](C2)C2NC4C=C(OC)C=CC=4C=2CC3)C[C@H]1OC(C1C=C(OC)C(OC)=C(OC)C=1)=O>C(#N)C>[NH2:44][C:45]1[C:46]2[N:53]([C:54]3[CH:55]=[CH:56][C:57]([NH:60][C:61]([C:63]4[N:64]([CH3:72])[C:65]5[C:70]([CH:71]=4)=[CH:69][CH:68]=[CH:67][CH:66]=5)=[O:62])=[CH:58][CH:59]=3)[N:52]=[C:51]([CH:75]3[CH2:80][CH2:79][NH:78][CH2:77][CH2:76]3)[C:47]=2[N:48]=[CH:49][N:50]=1. Procedure details: The title compound was prepared from tert-butyl 4-[7-amino-1-(4-aminophenyl)-1H-pyrazolo[4,3-d]pyrimidine-3-yl]-1-piperidinecarboxylate and 1-methylindole carbonyl chloride in the manner described for the preparation of N2-{4-[7-amino-3-(4-piperidyl)-1H-pyrazolo[4,3-d]pyrimidin-1-yl]-2-methoxyphenyl}-1-methyl-1H-2-indolecarboxamide: 1H NMR (DMSO-d6, 400 MHz) δ 10.85 (s, 1H), 8.28 (s, 1H), 8.03 (d, 2H), 7.74 (d, 1H), 7.58 (d, 1H), 7.53 (d, 2H), 7.37 (s, 1H), 7.34 (t, 114), 7.15 (t, 1H), 6.5 (bs, ...